This data is from the Open Reaction Database (ORD), a public repository of structured organic reaction records. The task is: describe an organic reaction: reactants, conditions, products, and yield Reaction conditions: temperature 55 celsius, time 24 hour. The reagents and catalysts are N=1C=CC(=CC1C=2N=CC=C(C2)C)C, O1B(OC(C)(C)C1(C)C)B2OC(C)(C)C(O2)(C)C, C[OH2+].C[OH2+].C1CC=CCCC=C1.C1CC=CCCC=C1.[Ir].[Ir]. The reactants are ClC1=CC=CC(SC)=C1. The solvent is C=1C=C(C=CC1C)C. Procedure: dtbpy: A mixture of ortho- and meta-borylated products (107 mg, 75% yield, ortho/meta + para = <0.01); meta-iIsomer 5n was obtained by further purification by GPC (93 mg, 66% yield), yellow oil; Product: ClC=1C=C(SC)C=C(C1)B2OC(C)(C)C(O2)(C)C. The yield is 75.0%. The reactants are [Si](C)(C)(C(C)(C)C)O[C@H]1CCN2/C(/OC[C@@]21C)=N/C2=C(C(=C(C#N)C=C2)Cl)C (Z-4-[(7S,7aR)-7-(tert-Butyldimethylsilanyloxy)-7a-methyl-tetrahydro-pyrrolo[1,2-c]oxazol-3-ylideneamino]-2-chloro-3-methyl-benzonitrile), O[C@@H]1CCN2/C(/OC[C@@H]21)=N/C2=C(C(=C(C#N)C=C2)Cl)C (Z-4-[(7R,7aR)-7-(hydroxy)-tetrahydro-pyrrolo[1,2-c]oxazol-3-ylideneamino]-2-chloro-3-methyl-benzonitrile). The product is O[C@H]1CCN2/C(/OC[C@@]21C)=N/C2=C(C(=C(C#N)C=C2)Cl)C (Z-4-[(7S,7aR)-7-(hydroxy)-7a-methyl-tetrahydro-pyrrolo[1,2-c]oxazol-3-ylideneamino]-2-chloro-3-methyl-benzonitrile). RXN SMILES: [Si]([O:8][C@@H:9]1[C@:16]2([CH3:17])[N:12](/[C:13](=[N:18]/[C:19]3[CH:26]=[CH:25][C:22]([C:23]#[N:24])=[C:21]([Cl:27])[C:20]=3[CH3:28])/[O:14][CH2:15]2)[CH2:11][CH2:10]1)(C(C)(C)C)(C)C.O[C@H]1[C@@H]2N(/C(=N/C3C=CC(C#N)=C(Cl)C=3C)/OC2)CC1>>[OH:8][C@@H:9]1[C@:16]2([CH3:17])[N:12](/[C:13](=[N:18]/[C:19]3[CH:26]=[CH:25][C:22]([C:23]#[N:24])=[C:21]([Cl:27])[C:20]=3[CH3:28])/[O:14][CH2:15]2)[CH2:11][CH2:10]1. Reported procedure: The title compound was prepared from compound 4E following the procedure found in Example 1 for the preparation of compound 1J. LCMS: m/z 306 [M+H]+. Starting materials: potassium t-butylate, ClC1=CC=CC2=C1C(N1[C@H](C=3N2C=NC3C(=O)N3C=NC=C3)CCC1)=O ((S)-1-[(8-chloro-11,12,13,13a-tetrahydro-9-oxo-9H-imidazo[1,5-a]pyrrolo[2,1-c][1,4]benzodiazepin-1-yl)carbonyl]imidazole), O (water). The solvent is CN(C=O)C (dimethylformamide). Run at time 30 minute. Product: ClC1=CC=CC2=C1C(N1C(C=3N2C=NC3C(=O)OC(C)(C)C)CCC1)=O (t-butyl 8-chloro-11,12,13,13a-tetrahydro-9-oxo-9H-imidazo[1,5-a]pyrrolo[2,1-c][1,4]benzodiazepine-1-carboxylate). As a reaction SMILES: [Cl:1][C:2]1[C:7]2[C:8](=[O:26])[N:9]3[CH2:25][CH2:24][CH2:23][C@H:10]3[C:11]3[N:12]([CH:13]=[N:14][C:15]=3[C:16](N3C=CN=C3)=[O:17])[C:6]=2[CH:5]=[CH:4][CH:3]=1.[OH2:27]>CN(C)C=O>[Cl:1][C:2]1[C:7]2[C:8](=[O:26])[N:9]3[CH2:25][CH2:24][CH2:23][CH:10]3[C:11]3[N:12]([CH:13]=[N:14][C:15]=3[C:16]([O:27][C:7]([CH3:8])([CH3:2])[CH3:6])=[O:17])[C:6]=2[CH:5]=[CH:4][CH:3]=1. Procedure details: A suspension of 1.1 g (3 mmol) of (S)-1-[(8-chloro-11,12,13,13a-tetrahydro-9-oxo-9H-imidazo[1,5-a]pyrrolo[2,1-c][1,4]benzodiazepin-1-yl)carbonyl]imidazole in 10 ml of dry dimethylformamide is treated while stirring with 0.34 g (3 mmol) of potassium t-butylate, the mixture is stirred at room temperature for a further 30 minutes, then poured into 200 ml of water and extracted three times with chloroform. The chloroform solution is washed three times with water, dried over magnesium sulphate and ev...